Task: describe an organic reaction: reactants, conditions, products, and yield. Dataset: the Open Reaction Database (ORD), a public repository of structured organic reaction records Starting materials: ClC=1C=C(C=CC1C#N)N1N=C2C3=C(CCC2C1C1CCCC1)C=C(C=C3)C(=O)O ((±)-(3SR,3aRS)-2-(3-chloro-4-cyanophenyl)-3-cyclopentyl-3,3a,4,5-tetrahydro-2H-benzo[g]indazole-7-carboxylic acid), C1=CC=CC=2C3=CC=CC=C3C(C12)CO (9-fluorenylmethanol). Procedure details: The title compound was prepared from (±)-(3SR,3aRS)-2-(3-chloro-4-cyanophenyl)-3-cyclopentyl-3,3a,4,5-tetrahydro-2H-benzo[g]indazole-7-carboxylic acid, Example 15 and 9-fluorenylmethanol according to Method E. 1H NMR (400 MHz, CDCl3) δ ppm 1.19-1.67 (m, 7H), 1.72-1.85 (m, 1H), 1.99 (ddd, J=26.11, 12.96, 4.16 Hz, 1H), 2.07-2.22 (m, 1H), 2.25-2.38 (m, 1H), 2.85-3.03 (m, 1H), 3.06-3.21 (m, 1H), 3.50 (ddd, J=13.83, 9.26, 4.83 Hz, 1H), 4.41 (t, J=7.12 Hz, 1H), 4.60-4.70 (m, 3H), 7.03 (dd, J=8.73, 2.0... The product is ClC=1C=C(C=CC1C#N)N1N=C2C3=C(CCC2C1C1CCCC1)C=C(C=C3)C(=O)OCC3C1=CC=CC=C1C=1C=CC=CC31 ((±)-(3SR,3aRS)-(9H-fluoren-9-yl)methyl 2-(3-chloro-4-cyanophenyl)-3-cyclopentyl-3,3a,4,5-tetrahydro-2H-benzo[g]indazole-7-carboxylate). RXN SMILES: [Cl:1][C:2]1[CH:3]=[C:4]([N:10]2[CH:18]([CH:19]3[CH2:23][CH2:22][CH2:21][CH2:20]3)[CH:17]3[C:12]([C:13]4[CH:27]=[CH:26][C:25]([C:28]([OH:30])=[O:29])=[CH:24][C:14]=4[CH2:15][CH2:16]3)=[N:11]2)[CH:5]=[CH:6][C:7]=1[C:8]#[N:9].[CH:31]1[C:43]2[CH:42]([CH2:44]O)[C:41]3[C:36](=[CH:37][CH:38]=[CH:39][CH:40]=3)[C:35]=2[CH:34]=[CH:33][CH:32]=1>>[Cl:1][C:2]1[CH:3]=[C:4]([N:10]2[CH:18]([CH:19]3[CH2:20][CH2:21][CH2:22][CH2:23]3)[CH:17]3[C:12]([C:13]4[CH:27]=[CH:26][C:25]([C:28]([O:30][CH2:44][CH:42]5[C:43]6[CH:31]=[CH:32][CH:33]=[CH:34][C:35]=6[C:36]6[C:41]5=[CH:40][CH:39]=[CH:38][CH:37]=6)=[O:29])=[CH:24][C:14]=4[CH2:15][CH2:16]3)=[N:11]2)[CH:5]=[CH:6][C:7]=1[C:8]#[N:9]. Starting materials: N(N)C(=O)C1CCN(CC1)C(=O)OC(C)(C)C (tert-butyl 4-(hydrazinocarbonyl)piperidine-1-carboxylate), ClC1=CC=C(C#N)C=C1 (4-chlorobenzonitrile), C([O-])([O-])=O.[K+].[K+] (potassium carbonate). Run in C(CCC)O (butanol). Run at temperature 150 celsius. The product is ClC1=CC=C(C=C1)C1=NNC(=N1)C1CCN(CC1)C(=O)OC(C)(C)C (tert-butyl 4-[3-(4-chlorophenyl)-1H-1,2,4-triazol-5-yl]piperidine-1-carboxylate). Yield: 41.6%. Reaction SMILES: [NH:1]([C:3]([CH:5]1[CH2:10][CH2:9][N:8]([C:11]([O:13][C:14]([CH3:17])([CH3:16])[CH3:15])=[O:12])[CH2:7][CH2:6]1)=O)[NH2:2].[Cl:18][C:19]1[CH:26]=[CH:25][C:22]([C:23]#[N:24])=[CH:21][CH:20]=1.C(=O)([O-])[O-].[K+].[K+]>C(O)CCC>[Cl:18][C:19]1[CH:26]=[CH:25][C:22]([C:23]2[N:24]=[C:3]([CH:5]3[CH2:10][CH2:9][N:8]([C:11]([O:13][C:14]([CH3:17])([CH3:16])[CH3:15])=[O:12])[CH2:7][CH2:6]3)[NH:1][N:2]=2)=[CH:21][CH:20]=1 |f:2.3.4|. Procedure details: A mixture of tert-butyl 4-(hydrazinocarbonyl)piperidine-1-carboxylate (1.0 g), 4-chlorobenzonitrile (1.7 g), potassium carbonate (0.28 g), and butanol (8.0 mL) was heated at 150° C. for 2 hours using a microwave device. After leaving to be cooled, the solvent was evaporated under reduced pressure, and the residue was azeotroped with toluene. The residue was purified by silica gel column chromatography (chloroform/methanol=100/0 to 90/10). To the purified product was added diisopropyl ether, and ... The reactants are C(#N)C1=C(C=C(OCC2=NC=C(C=C2)C2CCN(CC2)C(=O)OC(C)(C)C)C=C1)F (tert-butyl 4-[2-(4-cyano-3-fluorophenoxymethyl)pyridin-5-yl]piperidine-1-carboxylate), C(C)C=1C=NC(=NC1)Br (5-ethyl-2-bromopyrimidine). The product is C(#N)C1=C(C=C(OCC2=NC=C(C=C2)C2CCN(CC2)C2=NC=C(C=N2)CC)C=C1)F (2-[4-[2-(4-Cyano-3-fluorophenoxymethyl)pyridin-5-yl]piperidin-1-yl]-5-ethylpyrimidine), Example 48. Yield: 73.0%. As a reaction SMILES: [C:1]([C:3]1[CH:29]=[CH:28][C:6]([O:7][CH2:8][C:9]2[CH:14]=[CH:13][C:12]([CH:15]3[CH2:20][CH2:19][N:18]([C:21](OC(C)(C)C)=O)[CH2:17][CH2:16]3)=[CH:11][N:10]=2)=[CH:5][C:4]=1[F:30])#[N:2].[CH2:31]([C:33]1[CH:34]=[N:35]C(Br)=[N:37][CH:38]=1)[CH3:32]>>[C:1]([C:3]1[CH:29]=[CH:28][C:6]([O:7][CH2:8][C:9]2[CH:14]=[CH:13][C:12]([CH:15]3[CH2:16][CH2:17][N:18]([C:21]4[N:37]=[CH:38][C:33]([CH2:31][CH3:32])=[CH:34][N:35]=4)[CH2:19][CH2:20]3)=[CH:11][N:10]=2)=[CH:5][C:4]=1[F:30])#[N:2]. Procedure details: The title compound was prepared from tert-butyl 4-[2-(4-cyano-3-fluorophenoxymethyl)pyridin-5-yl]piperidine-1-carboxylate (Example 13) (50 mg, 0.12 mmol) and 5-ethyl-2-bromopyrimidine (29 μL, 0.24 mmol) following a procedure analogous to that in Example 48 as a white crystal (37 mg, yield 73%).